This data is from the Open Reaction Database (ORD), a public repository of structured organic reaction records. The task is: describe an organic reaction: reactants, conditions, products, and yield Starting materials: Br, O=C(n1ccnc1)n1ccnc1, CCOC(C)=O, Oc1c(O)c(Cl)c2c(c1Cl)CCNC2, O=C(O)C=Cc1ccc(C(F)(F)F)nc1, O, On1nnc2ccccc21. Yields the product O=C(C=Cc1ccc(C(F)(F)F)nc1)N1CCc2c(Cl)c(O)c(O)c(Cl)c2C1. Reaction SMILES: [BrH:38].[C:1]([n:2]1[cH:3][cH:4][n:5][cH:6]1)([n:7]1[cH:8][cH:9][n:10][cH:11]1)=[O:12].[CH3:53][CH2:54][O:55][C:56]([CH3:57])=[O:58].[Cl:39][c:40]1[c:41]2[c:46]([c:47]([Cl:52])[c:48]([OH:51])[c:49]1[OH:50])[CH2:45][NH:44][CH2:43][CH2:42]2.[F:13][C:14]([c:15]1[cH:16][cH:17][c:18]([CH:21]=[CH:22][C:23](=[O:24])[OH:25])[cH:19][n:20]1)([F:26])[F:27].[OH2:59].[OH:28][n:29]1[c:30]2[c:31]([cH:32][cH:33][cH:34][cH:35]2)[n:36][n:37]1>>[F:13][C:14]([c:15]1[cH:16][cH:17][c:18]([CH:21]=[CH:22][C:23](=[O:25])[N:44]2[CH2:43][CH2:42][c:41]3[c:40]([Cl:39])[c:49]([OH:50])[c:48]([OH:51])[c:47]([Cl:52])[c:46]3[CH2:45]2)[cH:19][n:20]1)([F:26])[F:27]. The reactants are COC=1C=C(CNC(C2=CC=C(C=C2)CNC(CC2=CC(=CC=C2)CC(C)NC[C@H](O)C=2C=NC(=CC2)N2C(=CC=C2C)C)=O)=O)C=CC1OC (N-(3,4-dimethoxy-benzyl)-4-({2-[3-(2-{(2R)-2-[6-(2,5-dimethyl-pyrrol-1-yl)-pyridin-3-yl]-2-hydroxy-ethylamino}-propyl)-phenyl]-acetylamino}-methyl)-benzamide), Cl.NO (hydroxylamine hydrochloride). Run in C(C)O (ethanol). Run at temperature 80 celsius. The product is N (ammonia), NC1=CC=C(C=N1)[C@H](CNC(CC=1C=C(C=CC1)CC(=O)NCC1=CC=C(C(=O)NCC2=CC(=C(C=C2)OC)OC)C=C1)C)O (4-{[2-(3-{2-[(2R)-2-(6-Amino-pyridin-3-yl)-2-hydroxy-ethylamino]-propyl}-phenyl)-acetylamino]-methyl}-N-(3,4-dimethoxy-benzyl)-benzamide). Isolated yield 130.8%. RXN SMILES: [CH3:1][O:2][C:3]1[CH:4]=[C:5]([CH:47]=[CH:48][C:49]=1[O:50][CH3:51])[CH2:6][NH:7][C:8](=[O:46])[C:9]1[CH:14]=[CH:13][C:12]([CH2:15][NH:16][C:17](=[O:45])[CH2:18][C:19]2[CH:24]=[CH:23][CH:22]=[C:21]([CH2:25][CH:26]([NH:28][CH2:29][C@@H:30]([C:32]3[CH:33]=[N:34][C:35]([N:38]4C(C)=CC=C4C)=[CH:36][CH:37]=3)[OH:31])[CH3:27])[CH:20]=2)=[CH:11][CH:10]=1.Cl.NO>C(O)C>[NH3:7].[NH2:38][C:35]1[N:34]=[CH:33][C:32]([C@@H:30]([OH:31])[CH2:29][NH:28][CH:26]([CH3:27])[CH2:25][C:21]2[CH:20]=[C:19]([CH2:18][C:17]([NH:16][CH2:15][C:12]3[CH:13]=[CH:14][C:9]([C:8]([NH:7][CH2:6][C:5]4[CH:47]=[CH:48][C:49]([O:50][CH3:51])=[C:3]([O:2][CH3:1])[CH:4]=4)=[O:46])=[CH:10][CH:11]=3)=[O:45])[CH:24]=[CH:23][CH:22]=2)=[CH:37][CH:36]=1 |f:1.2|. Reported procedure: A solution of N-(3,4-dimethoxy-benzyl)-4-({2-[3-(2-{(2R)-2-[6-(2,5-dimethyl-pyrrol-1-yl)-pyridin-3-yl]-2-hydroxy-ethylamino}-propyl)-phenyl]-acetylamino}-methyl)-benzamide (48 mg, 0.07 mmol) in ethanol (1 ml) was treated with hydroxylamine hydrochloride (24 mg, 0.35 mmol) and the resulting mixture heated in a Reactivial™ at 80° C. for 16 hours. The reaction mixture was cooled, passed through a Strong Cation Exchange column eluting with methanol and then 2N ammonia in methanol to elute the produc... The reactants are C(C(=O)Cl)(=O)Cl (Oxalyl chloride), C(C)(C)(C)OC(=O)N(CCOC=1C=C(C(=O)O)C=C(C1)Cl)C1=CC=NC=C1 (3-[2-(tert-butoxycarbonyl-pyridin-4-yl-amino)-ethoxy]-5-chloro-benzoic acid), COC(CCCNC1=C(C=CC=C1)C(N)=O)=O (4-(2-carbamoyl phenylamino)-butyric acid methyl ester), CCN(C(C)C)C(C)C (DIPEA). Reagents/catalysts: CN(C)C=1C=CN=CC1 (DMAP). The solvent is ClCCl (dichloromethane), CN(C)C=O (DMF), ClCCl (dichloromethane). Reaction conditions: time 2 hour. Yields the product COC(CCCN(C1=C(C=CC=C1)C(N)=O)C(C1=CC(=CC(=C1)Cl)OCCN(C1=CC=NC=C1)C(=O)OC(C)(C)C)=O)=O (4-[{3-[2-(tert-Butoxycarbonyl-pyridin-4-yl-amino)-ethoxy]-5-chloro-benzoyl}-(2-carbamoyl-phenyl)-amino]-butyric acid methyl ester). Yield: 33.2%. As a reaction SMILES: C(Cl)(=O)C(Cl)=O.[C:7]([O:11][C:12]([N:14]([C:28]1[CH:33]=[CH:32][N:31]=[CH:30][CH:29]=1)[CH2:15][CH2:16][O:17][C:18]1[CH:19]=[C:20]([CH:24]=[C:25]([Cl:27])[CH:26]=1)[C:21](O)=[O:22])=[O:13])([CH3:10])([CH3:9])[CH3:8].[CH3:34][O:35][C:36](=[O:50])[CH2:37][CH2:38][CH2:39][NH:40][C:41]1[CH:46]=[CH:45][CH:44]=[CH:43][C:42]=1[C:47](=[O:49])[NH2:48].CCN(C(C)C)C(C)C>ClCCl.CN(C=O)C.CN(C1C=CN=CC=1)C>[CH3:34][O:35][C:36](=[O:50])[CH2:37][CH2:38][CH2:39][N:40]([C:21](=[O:22])[C:20]1[CH:24]=[C:25]([Cl:27])[CH:26]=[C:18]([O:17][CH2:16][CH2:15][N:14]([C:12]([O:11][C:7]([CH3:10])([CH3:8])[CH3:9])=[O:13])[C:28]2[CH:33]=[CH:32][N:31]=[CH:30][CH:29]=2)[CH:19]=1)[C:41]1[CH:46]=[CH:45][CH:44]=[CH:43][C:42]=1[C:47](=[O:49])[NH2:48]. Procedure details: 2M Oxalyl chloride solution in dichloromethane (0.090 ml) and DMF (0.01 ml) were added to a suspension of 3-[2-(tert-butoxycarbonyl-pyridin-4-yl-amino)-ethoxy]-5-chloro-benzoic acid (0.060 g) in anhydrous dichloromethane (1 ml). The reaction was stirred at room temperature for 2 h then 4-(2-carbamoyl phenylamino)-butyric acid methyl ester (0.037 g), DMAP (0.002 g) and DIPEA (0.078 ml) were added. The reaction mixture was stirred at room temperature for 18 h. The reaction mixture was partitioned ... The reactants are N12C[C@@H](C(CC1)CC2)NC(=O)C=2SC(=CC2)Br ((R)-N-(1-azabicyclo[2.2.2]oct-3-yl)(5-bromothiophene-2-carboxamide)), C(=O)C=1C=C(C=CC1)B(O)O (3-formylphenyl boronic acid), C([O-])([O-])=O.[Na+].[Na+] (sodium carbonate), C(C)O (ethanol). The reagents and catalysts are C=1C=CC(=CC1)/C=C/C(=O)/C=C/C2=CC=CC=C2.C=1C=CC(=CC1)/C=C/C(=O)/C=C/C2=CC=CC=C2.C=1C=CC(=CC1)/C=C/C(=O)/C=C/C2=CC=CC=C2.[Pd].[Pd] (tris(dibenzylideneacetone)dipalladium). Solvent: O1CCCC1 (tetrahydrofuran), O (water). Yields the product N12C[C@@H](C(CC1)CC2)NC(=O)C=2SC(=CC2)C2=CC(=CC=C2)C=O ((R)-N-(1-Azabicyclo[2.2.2]oct-3-yl)(5-(3-formylphenyl)thiophene-2-carboxamide)). As a reaction SMILES: [N:1]12[CH2:8][CH2:7][CH:4]([CH2:5][CH2:6]1)[C@@H:3]([NH:9][C:10]([C:12]1[S:13][C:14](Br)=[CH:15][CH:16]=1)=[O:11])[CH2:2]2.[CH:18]([C:20]1[CH:21]=[C:22](B(O)O)[CH:23]=[CH:24][CH:25]=1)=[O:19].C(=O)([O-])[O-].[Na+].[Na+].C(O)C>O1CCCC1.C1C=CC(/C=C/C(/C=C/C2C=CC=CC=2)=O)=CC=1.C1C=CC(/C=C/C(/C=C/C2C=CC=CC=2)=O)=CC=1.C1C=CC(/C=C/C(/C=C/C2C=CC=CC=2)=O)=CC=1.[Pd].[Pd].O>[N:1]12[CH2:8][CH2:7][CH:4]([CH2:5][CH2:6]1)[C@@H:3]([NH:9][C:10]([C:12]1[S:13][C:14]([C:24]3[CH:23]=[CH:22][CH:21]=[C:20]([CH:18]=[O:19])[CH:25]=3)=[CH:15][CH:16]=1)=[O:11])[CH2:2]2 |f:2.3.4,7.8.9.10.11|. Reported procedure: Prepared by a method analogous to that described in example 1 from (R)-N-(1-azabicyclo[2.2.2]oct-3-yl)(5-bromothiophene-2-carboxamide) and 3-formylphenyl boronic acid, tetrakis(triphenylphosphine)palladium (0), sodium carbonate in a mixture of tetrahydrofuran, ethanol and water. The compound was purified by reverse phase HPLC on a Waters Bondapak® C18 column using a gradient of acetonitrile and 0.1% aqueous trifluoroacetic acid as the eluent. The free base was prepared by basification of the pro...